describe an organic reaction: reactants, conditions, products, and yield From a dataset of the Open Reaction Database (ORD), a public repository of structured organic reaction records. Starting materials: CC(C)O (iPrOH), C1(=CC=CC=C1)P(C1=CC=CC=C1)C1=CC=CC=C1 (triphenylphosphine), N(=NC(=O)OC(C)(C)C)C(=O)OC(C)(C)C (di-tert-butyl azodicarboxylate), ClC1=C2N=CNC2=NC(=N1)F (6-chloro-2-fluoro-9H-purine). Solvent: C1CCOC1 (THF). Run at time 16 hour. Yields the product ClC1=C2N=CN(C2=NC(=N1)F)C(C)C (6-chloro-2-fluoro-9-isopropyl-9H-purine). The yield is 58.1%. Reaction SMILES: [Cl:1][C:2]1[N:10]=[C:9]([F:11])[N:8]=[C:7]2[C:3]=1[N:4]=[CH:5][NH:6]2.[CH3:12][CH:13](O)[CH3:14].C1(P(C2C=CC=CC=2)C2C=CC=CC=2)C=CC=CC=1.N(C(OC(C)(C)C)=O)=NC(OC(C)(C)C)=O>C1COCC1>[Cl:1][C:2]1[N:10]=[C:9]([F:11])[N:8]=[C:7]2[C:3]=1[N:4]=[CH:5][N:6]2[CH:13]([CH3:14])[CH3:12]. Reported procedure: A solution of 6-chloro-2-fluoro-9H-purine (616 mg, 3.57 mmol) in THF (18 mL) was cooled in an ice water bath under nitrogen and iPrOH (858 mg, 14.3 mmol), triphenylphosphine, polymer-bound (2.38 g, 7.14 mmol, ˜3 mmol/g), and di-tert-butyl azodicarboxylate (1.730 g, 7.14 mmol) were added. The reaction mixture was allowed to warm to ambient temperature and stirred for 16 hr. The solid resin was removed and washed well with ethyl acetate (50 mL). The filtrate was concentrated down in vacuo to give ... Reactants: N(=NC(=O)OC(C)C)C(=O)OC(C)C (diisopropyl azodicarboxylate), C1(=CC=CC=C1)P(C1=CC=CC=C1)C1=CC=CC=C1 (triphenylphosphine), C(C)(C)(C)OC(=O)N1CCC(CC1)O (1-tert-butoxycarbonyl-4-hydroxypiperidine), OC=1C=CC2=C(C=C(CCC2)C(=O)OC)C1 (methyl 2-hydroxy-6,7-dihydro-5H-benzocycloheptene-8-carboxylate). Solvent: C1CCOC1 (THF), C1CCOC1 (THF). Run at time 24 hour. The product is C(C)(C)(C)OC(=O)N1CCC(CC1)OC=1C=CC2=C(C=C(CCC2)C(=O)OC)C1 (methyl 2-[(1-tert-butoxycarbonylpiperidin-4-yl)oxy]-6,7-dihydro-5H-benzocycloheptene-8-carboxylate). The yield is 105.4%. As a reaction SMILES: C1(P(C2C=CC=CC=2)C2C=CC=CC=2)C=CC=CC=1.[C:20]([O:24][C:25]([N:27]1[CH2:32][CH2:31][CH:30]([OH:33])[CH2:29][CH2:28]1)=[O:26])([CH3:23])([CH3:22])[CH3:21].O[C:35]1[CH:36]=[CH:37][C:38]2[CH2:44][CH2:43][CH2:42][C:41]([C:45]([O:47][CH3:48])=[O:46])=[CH:40][C:39]=2[CH:49]=1.N(C(OC(C)C)=O)=NC(OC(C)C)=O>C1COCC1>[C:20]([O:24][C:25]([N:27]1[CH2:32][CH2:31][CH:30]([O:33][C:35]2[CH:36]=[CH:37][C:38]3[CH2:44][CH2:43][CH2:42][C:41]([C:45]([O:47][CH3:48])=[O:46])=[CH:40][C:39]=3[CH:49]=2)[CH2:29][CH2:28]1)=[O:26])([CH3:23])([CH3:21])[CH3:22]. Procedure details: To triphenylphosphine (2361 mg, 9.00 mmol), 1-tert-butoxycarbonyl-4-hydroxypiperidine (1812 mg, 9.00 mmol) and methyl 2-hydroxy-6,7-dihydro-5H-benzocycloheptene-8-carboxylate (655 mg, 3.00 mmol) dissolved in THF (15 ml) was added at 0° C. a solution of diisopropyl azodicarboxylate (1.772 ml, 9.00 mmol) in THF (2 ml), and the resulting mixture was stirred at room temperature for 24 hours. The reaction mixture was concentrated under reduced pressure and the residue was subjected to column chromato...